Dataset: the Open Reaction Database (ORD), a public repository of structured organic reaction records. Task: describe an organic reaction: reactants, conditions, products, and yield Starting materials: [H-].COCCO[Al+]OCCOC (Bis(2-methoxyethoxy)-aluminum hydride), CC1=C2[C@H](C(=O)[C@@]3([C@H](C[C@@H]4[C@]([C@H]3[C@@H]([C@@](C2(C)C)(C[C@@H]1OC(=O)C)O)OC(=O)C5=CC=CC=C5)(CO4)OC(=O)C)OC(=O)C)C)OC(=O)C (7,13-diacetylbaccatin III). Solvent: C1CCOC1 (THF). Run at temperature 0 celsius, time 30 minute. The product is CC1=C2[C@H](C(=O)[C@@]3([C@H](C[C@@H]4[C@]([C@H]3[C@@H]([C@@](C2(C)C)(C[C@@H]1OC(=O)C)O)O)(CO4)OC(=O)C)OC(=O)C)C)OC(=O)C (2-debenzoyl-7,13-diacetylbaccatin III). The yield is 41.9%. RXN SMILES: [H-].COCCO[Al+]OCCOC.[CH3:13][C:14]1[C@@H:31]([O:32][C:33]([CH3:35])=[O:34])[CH2:30][C@:26]2([OH:36])[C:27]([CH3:29])([CH3:28])[C:15]=1[C@@H:16]([O:57][C:58]([CH3:60])=[O:59])[C:17]([C@@:19]1([CH3:56])[C@H:24]([C@@H:25]2[O:37]C(C2C=CC=CC=2)=O)[C@:23]2([O:48][C:49]([CH3:51])=[O:50])[CH2:46][O:47][C@@H:22]2[CH2:21][C@@H:20]1[O:52][C:53]([CH3:55])=[O:54])=[O:18]>C1COCC1>[CH3:13][C:14]1[C@@H:31]([O:32][C:33]([CH3:35])=[O:34])[CH2:30][C@:26]2([OH:36])[C:27]([CH3:28])([CH3:29])[C:15]=1[C@@H:16]([O:57][C:58]([CH3:60])=[O:59])[C:17]([C@@:19]1([CH3:56])[C@H:24]([C@@H:25]2[OH:37])[C@:23]2([O:48][C:49]([CH3:51])=[O:50])[CH2:46][O:47][C@@H:22]2[CH2:21][C@@H:20]1[O:52][C:53]([CH3:55])=[O:54])=[O:18] |f:0.1|. Procedure: Bis(2-methoxyethoxy)-aluminum hydride (65+ wt % in toluene, 3 equiv.) was added dropwise to a stirred solution of 7,13-diacetylbaccatin III (170 mg, 253 μmol) in dry THF (2 mL) at 0° C. After stirring for 30 minutes at 0° C., the reaction was quenched by dropwise addition of saturated NH4Cl. The mixture was stirred for 10 minutes, then warmed to room temperature and diluted with EtOAc (50 mL), followed by addition of water (10 mL). The aqueous phase was separated and extracted again with EtOAc (... Starting materials: [C-]#N, CC(C)(C)c1cc(-c2nnc(S(C)(=O)=O)s2)cc(C(C)(C)C)c1O, CN(C)C=O, Cl, [Na+]. The product is CC(C)(C)c1cc(-c2nnc(C#N)s2)cc(C(C)(C)C)c1O. As a reaction SMILES: [C-:25]#[N:26].[CH3:1][C:2]([CH3:3])([CH3:4])[c:5]1[c:6]([OH:24])[c:7]([C:20]([CH3:21])([CH3:22])[CH3:23])[cH:8][c:9](-[c:11]2[s:12][c:13]([S:16]([CH3:17])(=[O:18])=[O:19])[n:14][n:15]2)[cH:10]1.[CH3:29][N:30]([CH3:31])[CH:32]=[O:33].[ClH:28].[Na+:27]>>[CH3:1][C:2]([CH3:3])([CH3:4])[c:5]1[c:6]([OH:24])[c:7]([C:20]([CH3:21])([CH3:22])[CH3:23])[cH:8][c:9](-[c:11]2[s:12][c:13]([C:25]#[N:26])[n:14][n:15]2)[cH:10]1. Reactants: C(C)(C)(C)C=1N=C(C2=C(N1)N(N=N2)CC2=C(C=CC=C2)Cl)N2CCOCC2 (5-tert-Butyl-3-(2-chloro-benzyl)-7-morpholin-4-yl-3H-[1,2,3]triazolo[4,5-d]pyrimidine), C(C)(C)(C)C=1N=C(C2=C(N1)N(N=N2)CC2=C(C=CC=C2)Cl)Cl (5-tert-butyl-7-chloro-3-(2-chlorobenzyl)-3H-[1,2,3]triazolo[4,5-d]pyrimidine), N1CC1 (aziridine). The product is N1(CC1)C=1C2=C(N=C(N1)C(C)(C)C)N(N=N2)CC2=C(C=CC=C2)Cl (7-Aziridin-1-yl-5-tert-butyl-3-(2-chloro-benzyl)-3H-[1,2,3]triazolo[4,5-d]pyrimidine), solid. The yield is 30.0%. RXN SMILES: [C:1]([C:5]1[N:6]=[C:7]([N:22]2[CH2:27]COC[CH2:23]2)[C:8]2[N:13]=[N:12][N:11]([CH2:14][C:15]3[CH:20]=[CH:19][CH:18]=[CH:17][C:16]=3[Cl:21])[C:9]=2[N:10]=1)([CH3:4])([CH3:3])[CH3:2].C(C1N=C(Cl)C2N=NN(CC3C=CC=CC=3Cl)C=2N=1)(C)(C)C.N1CC1>>[N:22]1([C:7]2[C:8]3[N:13]=[N:12][N:11]([CH2:14][C:15]4[CH:20]=[CH:19][CH:18]=[CH:17][C:16]=4[Cl:21])[C:9]=3[N:10]=[C:5]([C:1]([CH3:4])([CH3:2])[CH3:3])[N:6]=2)[CH2:27][CH2:23]1. Procedure details: In analogy to the procedure described for the synthesis of 5-tert-butyl-3-(2-chloro-benzyl)-7-morpholin-4-yl-3H-[1,2,3]triazolo[4,5-d]pyrimidine (example 1, step c), the title compound was prepared from 5-tert-butyl-7-chloro-3-(2-chlorobenzyl)-3H-[1,2,3]triazolo[4,5-d]pyrimidine and aziridine and isolated as white solid (4.9 mg, 30%). MS (m/e): 343.3 (MH+). Starting materials: NCC12CC3CC(CC(C3)C1)C2, CN(C)C=O, CCN(C(C)C)C(C)C, O=C(Cl)C(=O)Cl, O=C(O)c1cccc(Cl)c1[N+](=O)[O-], ClCCl, O. The product is O=C(NCC12CC3CC(CC(C3)C1)C2)c1cccc(Cl)c1[N+](=O)[O-]. Reaction SMILES: [C:20]12([CH2:30][NH2:31])[CH2:21][CH:22]3[CH2:23][CH:24]([CH2:25][CH:26]([CH2:27]1)[CH2:28]3)[CH2:29]2.[CH3:45][N:46]([CH3:47])[CH:48]=[O:49].[CH:32]([N:33]([CH2:34][CH3:35])[CH:36]([CH3:37])[CH3:38])([CH3:39])[CH3:40].[Cl:14][C:15]([C:16]([Cl:17])=[O:18])=[O:19].[Cl:1][c:2]1[c:3]([N+:11](=[O:12])[O-:13])[c:4]([C:5](=[O:6])[OH:7])[cH:8][cH:9][cH:10]1.[Cl:41][CH2:42][Cl:43].[OH2:44]>>[Cl:1][c:2]1[c:3]([N+:11](=[O:12])[O-:13])[c:4]([C:5](=[O:7])[NH:31][CH2:30][C:20]23[CH2:21][CH:22]4[CH2:23][CH:24]([CH2:25][CH:26]([CH2:27]2)[CH2:28]4)[CH2:29]3)[cH:8][cH:9][cH:10]1. The reactants are C1(=CC=CC=C1)S(=O)(=O)C=1C(=NN2C1N=C1C(=C2Cl)CCC1)SC (3-benzenesulphonyl-8-chloro-2-methylsulphanyl-6,7-dihydro-5H-cyclopenta[d]pyrazolo[1,5-a]pyrimidine), N (NH3). The solvent is CO (MeOH). Product: C1(=CC=CC=C1)S(=O)(=O)C=1C(=NN2C1N=C1C(=C2N)CCC1)SC (3-benzenesulphonyl-2-methylsulphanyl-6,7-dihydro-5H-cyclopenta[d]pyrazolo[1,5-a]pyrimidin-8-ylamine). As a reaction SMILES: [C:1]1([S:7]([C:10]2[C:11]([S:23][CH3:24])=[N:12][N:13]3[C:18](Cl)=[C:17]4[CH2:20][CH2:21][CH2:22][C:16]4=[N:15][C:14]=23)(=[O:9])=[O:8])[CH:6]=[CH:5][CH:4]=[CH:3][CH:2]=1.[NH3:25]>CO>[C:1]1([S:7]([C:10]2[C:11]([S:23][CH3:24])=[N:12][N:13]3[C:18]([NH2:25])=[C:17]4[CH2:20][CH2:21][CH2:22][C:16]4=[N:15][C:14]=23)(=[O:9])=[O:8])[CH:6]=[CH:5][CH:4]=[CH:3][CH:2]=1. Reported procedure: In an analogous manner to that described in Example 4) from 3-benzenesulphonyl-8-chloro-2-methylsulphanyl-6,7-dihydro-5H-cyclopenta[d]pyrazolo[1,5-a]pyrimidine and NH3 in MeOH there was obtained 3-benzenesulphonyl-2-methylsulphanyl-6,7-dihydro-5H-cyclopenta[d]pyrazolo[1,5-a]pyrimidin-8-ylamine as colorless crystals, m.p.>230°. Yields the product C(C)N1C(CCC2=CC(=CC=C12)SC=1C=C(C=CC1)[C@@]1(C[C@@H](OCC1)C)O)=O ((2S,4R)-4-[3-(1-ethyl-2-oxo-1,2,3,4-tetrahydroquinolin-6-ylthio)phenyl]-4-hydroxy-2-methyltetrahydropyran). Reaction SMILES: [CH2:1]([N:3]1[C:12]2[C:7](=[CH:8][C:9]([SH:13])=[CH:10][CH:11]=2)[CH2:6][CH2:5][C:4]1=[O:14])[CH3:2].[OH:15][C@:16]1([C:23]2[CH:28]=[CH:27][CH:26]=[C:25](I)[CH:24]=2)[CH2:21][CH2:20][O:19][C@@H:18]([CH3:22])[CH2:17]1>>[CH2:1]([N:3]1[C:12]2[C:7](=[CH:8][C:9]([S:13][C:27]3[CH:28]=[C:23]([C@@:16]4([OH:15])[CH2:21][CH2:20][O:19][C@@H:18]([CH3:22])[CH2:17]4)[CH:24]=[CH:25][CH:26]=3)=[CH:10][CH:11]=2)[CH2:6][CH2:5][C:4]1=[O:14])[CH3:2]. Procedure details: Using an analogous procedure to that described in Example 6, 1-ethyl-6-mercapto-1,2,3,4-tetrahydroquinolin-2-one was reacted with (2S,4R)-4-hydroxy-4-(3-iodophenyl)-2-methyltetrahydropyran to give (2S,4R)-4-[3-(1-ethyl-2-oxo-1,2,3,4-tetrahydroquinolin-6-ylthio)phenyl]-4-hydroxy-2-methyltetrahydropyran in 55% yield, m.p. 148°-149° C. (recrystallised from diethyl ether); Reactants: C(C)N1C(CCC2=CC(=CC=C12)S)=O (1-ethyl-6-mercapto-1,2,3,4-tetrahydroquinolin-2-one), O[C@]1(C[C@@H](OCC1)C)C1=CC(=CC=C1)I ((2S,4R)-4-hydroxy-4-(3-iodophenyl)-2-methyltetrahydropyran). The yield is 55.0%.